This data is from the Open Reaction Database (ORD), a public repository of structured organic reaction records. The task is: describe an organic reaction: reactants, conditions, products, and yield Starting materials: C(C)OC(=O)C1=C(C=CC=C1)CCC(=O)O (2-(ethoxycarbonyl)benzenepropanoic acid), C1(CCC1)C=1N=C(SC1)/C=C/C=1C=C(C=CC1)N ((E)-3-[2-[4-(cyclobutyl)-2-thiazolyl]ethenyl]benzeneamine), N-ethyl-N-(dimethylaminopropyl)carbodiimide. The reagents and catalysts are CN(C1=CC=NC=C1)C (4-dimethylaminopyridine). Run in C(Cl)Cl (methylene chloride), C(Cl)Cl (methylene chloride). Conditions: time 16 hour. The product is C(C)OC(C1=C(C=CC=C1)CCC(=O)NC1=CC(=CC=C1)\C=C\C=1SC=C(N1)C1CCC1)=O ((E)-2-[3-[3-[2-[4-(cyclobutyl)-2-thiazolyl]ethenyl]phenylamino]-3-oxopropyl]benzoic acid ethyl ester). The yield is 95.4%. As a reaction SMILES: [CH2:1]([O:3][C:4]([C:6]1[CH:11]=[CH:10][CH:9]=[CH:8][C:7]=1[CH2:12][CH2:13][C:14]([OH:16])=O)=[O:5])[CH3:2].[CH:17]1([C:21]2[N:22]=[C:23](/[CH:26]=[CH:27]/[C:28]3[CH:29]=[C:30]([NH2:34])[CH:31]=[CH:32][CH:33]=3)[S:24][CH:25]=2)[CH2:20][CH2:19][CH2:18]1>CN(C)C1C=CN=CC=1.C(Cl)Cl>[CH2:1]([O:3][C:4](=[O:5])[C:6]1[CH:11]=[CH:10][CH:9]=[CH:8][C:7]=1[CH2:12][CH2:13][C:14]([NH:34][C:30]1[CH:31]=[CH:32][CH:33]=[C:28](/[CH:27]=[CH:26]/[C:23]2[S:24][CH:25]=[C:21]([CH:17]3[CH2:20][CH2:19][CH2:18]3)[N:22]=2)[CH:29]=1)=[O:16])[CH3:2]. Procedure: A solution composed of 0.44 g of 2-(ethoxycarbonyl)benzenepropanoic acid and 25 ml of methylene chloride was added to a solution composed of 0.51 g of (E)-3-[2-[4-(cyclobutyl)-2-thiazolyl]ethenyl]benzeneamine, 0.4 g of N-ethyl-N-(dimethylaminopropyl)carbodiimide, 1.0 g of 4-dimethylaminopyridine and 25 ml of methylene chloride at 0° C. After 16 hr., the reaction mixture was washed with 30 ml of water, dried (MgSO4) and the solvents removed by rotary evaporation. The residual materials were recry... Reagents/catalysts: [Br-].C(C)[N+](CC)(CC)CC (tetraethylammonium bromide). Reaction SMILES: [CH3:1][C@:2]12[C:9]3[CH:10]=[C:11]([OH:14])[CH:12]=[CH:13][C:8]=3[N:7]([CH3:15])[C@H:6]1[N:5]([CH3:16])[CH2:4][CH2:3]2.[O-:17][C:18]#[N:19].[K+].Br[CH2:22][CH2:23][CH2:24][CH2:25][CH2:26][CH2:27][CH3:28]>[Br-].C([N+](CC)(CC)CC)C.C(#N)C>[CH3:22][CH2:23][CH2:24][CH2:25][CH2:26][CH2:27][CH2:28][NH:19][C:18]([O:14][C:11]1[CH:12]=[CH:13][C:8]2[N:7]([CH3:15])[C@H:6]3[N:5]([CH3:16])[CH2:4][CH2:3][C@@:2]3([CH3:1])[C:9]=2[CH:10]=1)=[O:17] |f:1.2,4.5|. Product: CCCCCCCNC(=O)OC1=CC2=C(C=C1)N([C@@H]3[C@]2(CCN3C)C)C (Heptastigmine). Starting materials: C[C@@]12CCN([C@@H]1N(C3=C2C=C(C=C3)O)C)C (eseroline), [O-]C#N.[K+] (potassium cyanate), BrCCCCCCC (1-bromoheptane). Procedure details: 150 g of eseroline (0.69 mole), 83.9 g of potassium cyanate (1.035 moles), 148 g of 1-bromoheptane (0.83 mole) and 29 g of tetraethylammonium bromide (0.14 mole) are placed into 5 l of anhydrous acetonitrile. The reaction mixture is refluxed for 19 hours, the insolubles are filtered off and the mixture is worked up as described in Example 1. Heptastigmine yield is 63%. The solvent is C(C)#N (acetonitrile). Yield: 63.0%. Reactants: CC(C)(C)OC(=O)N1CC2CN(c3ccc4oc5ncccc5c(=O)c4c3)CC2C1, CCOC(C)=O, Cl, C1COCCO1. Product: Cl, O=c1c2cc(N3CC4CNCC4C3)ccc2oc2ncccc12. RXN SMILES: [C:1]([O:2][C:3](=[O:4])[N:8]1[CH2:9][CH:10]2[CH2:11][N:12]([c:16]3[cH:17][c:18]4[c:19](=[O:30])[c:20]5[cH:21][cH:22][cH:23][n:24][c:25]5[o:26][c:27]4[cH:28][cH:29]3)[CH2:13][CH:14]2[CH2:15]1)([CH3:5])([CH3:6])[CH3:7].[CH3:38][CH2:39][O:40][C:41]([CH3:42])=[O:43].[ClH:31].[O:32]1[CH2:33][CH2:34][O:35][CH2:36][CH2:37]1>>[ClH:31].[NH:8]1[CH2:9][CH:10]2[CH2:11][N:12]([c:16]3[cH:17][c:18]4[c:19](=[O:30])[c:20]5[cH:21][cH:22][cH:23][n:24][c:25]5[o:26][c:27]4[cH:28][cH:29]3)[CH2:13][CH:14]2[CH2:15]1.